From a dataset of the Open Reaction Database (ORD), a public repository of structured organic reaction records. describe an organic reaction: reactants, conditions, products, and yield Run at time 2 hour. Procedure details: 1-[3-(1-BOC-1,2,3,6-tetrahydropyridin-4-yl)-phenyl]-5-(2,4-difluoro-phenyl)-3-pentafluoroethyl-4,5-dihydro-1H-pyrazole (300.0 mg, 0.54 mmol) prepared in Example 205 was added to a saturated solution of hydrochloric acid in ethyl acetate (3.0 mL). The reaction mixture was stirred at room temperature for 2 hours and then concentrated under reduced pressure to give 260.0 mg of the titled compound as a white solid. Run in C(C)(=O)OCC (ethyl acetate). Starting materials: C(=O)(OC(C)(C)C)N1CCC(=CC1)C=1C=C(C=CC1)N1N=C(CC1C1=C(C=C(C=C1)F)F)C(C(F)(F)F)(F)F (1-[3-(1-BOC-1,2,3,6-tetrahydropyridin-4-yl)-phenyl]-5-(2,4-difluoro-phenyl)-3-pentafluoroethyl-4,5-dihydro-1H-pyrazole), Cl (hydrochloric acid). The product is Cl.FC1=C(C=CC(=C1)F)C1CC(=NN1C1=CC(=CC=C1)C=1CCNCC1)C(C(F)(F)F)(F)F (5-(2,4-difluoro-phenyl)-1-[3-(1,2,3,6-tetrahydropyridin-4-yl)-phenyl]-3-pentafluoroethyl-4,5-dihydro-1H-pyrazole hydrochloride). RXN SMILES: C([N:8]1[CH2:13][CH:12]=[C:11]([C:14]2[CH:15]=[C:16]([N:20]3[CH:24]([C:25]4[CH:30]=[CH:29][C:28]([F:31])=[CH:27][C:26]=4[F:32])[CH2:23][C:22]([C:33]([F:39])([F:38])[C:34]([F:37])([F:36])[F:35])=[N:21]3)[CH:17]=[CH:18][CH:19]=2)[CH2:10][CH2:9]1)(OC(C)(C)C)=O.[ClH:40]>C(OCC)(=O)C>[ClH:40].[F:32][C:26]1[CH:27]=[C:28]([F:31])[CH:29]=[CH:30][C:25]=1[CH:24]1[N:20]([C:16]2[CH:17]=[CH:18][CH:19]=[C:14]([C:11]3[CH2:12][CH2:13][NH:8][CH2:9][CH:10]=3)[CH:15]=2)[N:21]=[C:22]([C:33]([F:38])([F:39])[C:34]([F:37])([F:36])[F:35])[CH2:23]1 |f:3.4|. Starting materials: NC(C#N)(CN1N=C2C(=N1)C(=CC(=C2C)Cl)C)C (2-amino-3-(5-chloro-4,7-dimethyl-2H-benzotriazol-2-yl)-2-methylpropionitrile), FC(C1=CC=C(C(=S)Cl)C=C1)(F)F (4-trifluoromethylthiobenzoyl chloride). The product is ClC1=C(C=2C(=NN(N2)CC(C)(C#N)NC(C2=CC=C(C=C2)C(F)(F)F)=S)C(=C1)C)C (N-[2-(5-Chloro-4,7-dimethyl-2H-benzotriazol-2-yl)-1-cyano-1-methylethyl]-4-trifluoromethylthiobenzamide), solid. Isolated yield 85.0%. Reaction SMILES: [NH2:1][C:2]([CH3:18])([CH2:5][N:6]1[N:10]=[C:9]2[C:11]([CH3:17])=[CH:12][C:13]([Cl:16])=[C:14]([CH3:15])[C:8]2=[N:7]1)[C:3]#[N:4].[F:19][C:20]([F:31])([F:30])[C:21]1[CH:29]=[CH:28][C:24]([C:25](Cl)=[S:26])=[CH:23][CH:22]=1>>[Cl:16][C:13]1[CH:12]=[C:11]([CH3:17])[C:9]2=[N:10][N:6]([CH2:5][C:2]([NH:1][C:25](=[S:26])[C:24]3[CH:23]=[CH:22][C:21]([C:20]([F:19])([F:30])[F:31])=[CH:29][CH:28]=3)([C:3]#[N:4])[CH3:18])[N:7]=[C:8]2[C:14]=1[CH3:15]. Procedure details: Using a procedure similar to that described in Example 1, except using 2-amino-3-(5-chloro-4,7-dimethyl-2H-benzotriazol-2-yl)-2-methylpropionitrile (120 mg, described in Example 48) and 4-trifluoromethylthiobenzoyl chloride (0.09 mL), the title compound was isolated as a white solid (180 mg, 85%). Rf=0.7 (1:1 EA/heptane). MS (ES): M/Z [M+H]=468. NMR: (400 MHz, DMSO-d6): 1.74 (s, 3H), 2.43 (s, 3H), 2.44 (s, 3H), 5.34 (d, J=13.3 Hz, 1H), 5.54 (d, J=13.3 Hz, 1H), 7.24 (d, J=0.7 Hz, 1H), 7.81-7.93 (...